Dataset: the Open Reaction Database (ORD), a public repository of structured organic reaction records. Task: describe an organic reaction: reactants, conditions, products, and yield Starting materials: C([O-])([O-])=O.[Cs+].[Cs+] (cesium carbonate), ClC=1C=CC(NN1)=O (6-chloro-2H-pyridazine-3-one), C(C1=CC=CC=C1)Br (benzyl bromide). Solvent: COCCOC (DME). Conditions: time 15 minute. The product is C(C1=CC=CC=C1)N1N=C(C=CC1=O)Cl (2-benzyl-6-chloro-2H-pyridazine-3-one). Reaction SMILES: [Cl:1][C:2]1[CH:3]=[CH:4][C:5](=[O:8])[NH:6][N:7]=1.C(=O)([O-])[O-].[Cs+].[Cs+].[CH2:15](Br)[C:16]1[CH:21]=[CH:20][CH:19]=[CH:18][CH:17]=1>COCCOC>[CH2:15]([N:6]1[C:5](=[O:8])[CH:4]=[CH:3][C:2]([Cl:1])=[N:7]1)[C:16]1[CH:21]=[CH:20][CH:19]=[CH:18][CH:17]=1 |f:1.2.3|. Procedure: 6-chloro-2H-pyridazine-3-one (3.50 g) was dissolved in DME (130 mL). To this solution, cesium carbonate (17.5 g) was added and the mixture was stirred at room temperature for 15 min in an argon atmosphere. Subsequently, benzyl bromide (4.00 mL) was added and the mixture was stirred at room temperature for 3.5 hours. The insoluble inorganic residue was removed by filtration and the filtrate was concentrated. Water was then added to the residue and the mixture was extracted with ethyl acetate, was... Starting materials: COC=1C=CC(=CC1)P2(=S)SP(=S)(S2)C=3C=CC(=CC3)OC (Lawesson reagent), COC1=CC=C(C=C1)P1(SP(S1)(C1=CC=C(C=C1)OC)=S)=S (2,4-bis(4-methoxyphenyl)-1,3,2,4-dithiadiphosphetane 2,4-disulphide), N1(CCCCCC1)C1=CC=C(C=C1)S(=O)(=O)N1C(CCC1)=O (1-[4-(1-hexahydroazepinyl)benzenesulphonyl]-2-pyrrolidinone). Solvent: O1CCCC1 (tetrahydrofuran). The product is N1(CCCCCC1)C1=CC=C(C=C1)S(=O)(=O)N1C(CCC1)=S (1-[4-(1-Hexahydroazepinyl)benzenesulphonyl]-2-pyrrolidinethione). Reaction SMILES: [N:1]1([C:8]2[CH:13]=[CH:12][C:11]([S:14]([N:17]3[CH2:21][CH2:20][CH2:19][C:18]3=O)(=[O:16])=[O:15])=[CH:10][CH:9]=2)[CH2:7][CH2:6][CH2:5][CH2:4][CH2:3][CH2:2]1.COC1C=CC(P2(SP(C3C=CC(OC)=CC=3)(=S)S2)=[S:32])=CC=1>O1CCCC1>[N:1]1([C:8]2[CH:13]=[CH:12][C:11]([S:14]([N:17]3[CH2:21][CH2:20][CH2:19][C:18]3=[S:32])(=[O:16])=[O:15])=[CH:10][CH:9]=2)[CH2:7][CH2:6][CH2:5][CH2:4][CH2:3][CH2:2]1. Procedure: A mixture comprising 12.53 g of 1-[4-(1-hexahydroazepinyl)benzenesulphonyl]-2-pyrrolidinone, prepared as in Example 18 of the European Patent published under No. 0,033,578, and 7.5 g of Lawesson reagent (or 2,4-bis(4-methoxyphenyl)-1,3,2,4-dithiadiphosphetane 2,4-disulphide) in 250 cm3 of tetrahydrofuran is heated to reflux for 48 hours. The mixture is allowed to return to room temperature and is evaporated to dryness, and the residue is chromatographed on silica (eluant: benzene). 7.3 g of prod... Reactants: CC(C#C)(CCC)O (3-methyl-1-hexyn-3-ol), BrC1=C2/C(/C(NC2=CC=C1)=O)=C/C=1NC=CC1OC ((Z)-4-bromo-1,3-dihydro-3-[(3-methoxy-1H-pyrrol-2-yl)methylene]-2H-indol-2-one), BrC1=C2/C(/C(NC2=CC=C1)=O)=C/C=1NC=CC1OC ((Z)-4-bromo-1,3-dihydro-3-[(3-methoxy-1H-pyrrol-2-yl)methylene]-2H-indol-2-one). The reagents and catalysts are Cl[Pd]([P](C1=CC=CC=C1)(C2=CC=CC=C2)C3=CC=CC=C3)([P](C4=CC=CC=C4)(C5=CC=CC=C5)C6=CC=CC=C6)Cl ((Ph3P)2PdCl2). Solvent: CCN(CC)CC (Et3N), CN(C)C=O (DMF). The product is OC(C#CC1=C2/C(/C(NC2=CC=C1)=O)=C/C=1NC=CC1OC)(CCC)C (rac-(Z)-1,3-dihydro-4-(3-hydroxy-3-methyl-1-hexynyl)-3-[(3-methoxy-1H-pyrrol-2-yl)methylene]-2H-indol-2-one). As a reaction SMILES: [CH3:1][C:2]([OH:8])([CH2:5][CH2:6][CH3:7])[C:3]#[CH:4].Br[C:10]1[CH:18]=[CH:17][CH:16]=[C:15]2[C:11]=1/[C:12](=[CH:20]/[C:21]1[NH:22][CH:23]=[CH:24][C:25]=1[O:26][CH3:27])/[C:13](=[O:19])[NH:14]2>Cl[Pd](Cl)([P](C1C=CC=CC=1)(C1C=CC=CC=1)C1C=CC=CC=1)[P](C1C=CC=CC=1)(C1C=CC=CC=1)C1C=CC=CC=1.CN(C=O)C.CCN(CC)CC>[OH:8][C:2]([CH3:1])([CH2:5][CH2:6][CH3:7])[C:3]#[C:4][C:10]1[CH:18]=[CH:17][CH:16]=[C:15]2[C:11]=1/[C:12](=[CH:20]/[C:21]1[NH:22][CH:23]=[CH:24][C:25]=1[O:26][CH3:27])/[C:13](=[O:19])[NH:14]2 |^1:30,49|. Procedure: Using Method D above, 3-methyl-1-hexyn-3-ol (98 mg, 0.87 mmol) (Aldrich) was coupled with (Z)-4-bromo-1,3-dihydro-3-[(3-methoxy-1H-pyrrol-2-yl)methylene]-2H-indol-2-one (Starting Material 1 supra) (127 mg, 0.4 mmol) using (Ph3P)2PdCl2 (46 mg) and Cul (22 mg) as catalyst in DMF (3 mL) and Et3N (3 mL) as solvent at 70° C. for 22 h yielding rac-(Z)-1,3-dihydro-4-(3-hydroxy-3-methyl-1-hexynyl)-3-[(3-methoxy-1H-pyrrol-2-yl)methylene]-2H-indol-2-one. (Yield 92 mg, 66%). Reactants: CO, Cl, CC(C)(C)OC(=O)N1CCC2(CCC(N3CCC3)CC2)CC1. Product: C1CN(C2CCC3(CCNCC3)CC2)C1. RXN SMILES: [CH3:24][OH:25].[ClH:1].[N:2]1([CH:6]2[CH2:7][CH2:8][C:9]3([CH2:10][CH2:11][N:12]([C:15]([O:16][C:17]([CH3:18])([CH3:19])[CH3:20])=[O:21])[CH2:13][CH2:14]3)[CH2:22][CH2:23]2)[CH2:3][CH2:4][CH2:5]1>>[N:2]1([CH:6]2[CH2:7][CH2:8][C:9]3([CH2:10][CH2:11][NH:12][CH2:13][CH2:14]3)[CH2:22][CH2:23]2)[CH2:3][CH2:4][CH2:5]1. The reactants are ClC1=CC=C2C(=CNC2=C1Cl)C1CCNCC1 (6,7-dichloro-3-(piperidin-4-yl)-1H-indole), O1[C@@H](C1)COC1=C2C=CNC2=CC=C1 ((S)-(+)-4-(oxiranylmethoxy)-1H-indole). Solvent: CO.CS(=O)C (methanol dimethylsulfoxide). Yields the product ClC1=CC=C2C(=CNC2=C1Cl)C1CCN(CC1)C[C@@H](COC1=C2C=CNC2=CC=C1)O ((2S)-(+)-3-[4-(6,7-dichloro-3-indolyl)piperidin-1-yl]-1-(4-indolyloxy)-2-propanol). RXN SMILES: [Cl:1][C:2]1[C:10]([Cl:11])=[C:9]2[C:5]([C:6]([CH:12]3[CH2:17][CH2:16][NH:15][CH2:14][CH2:13]3)=[CH:7][NH:8]2)=[CH:4][CH:3]=1.[O:18]1[CH2:20][C@H:19]1[CH2:21][O:22][C:23]1[CH:31]=[CH:30][CH:29]=[C:28]2[C:24]=1[CH:25]=[CH:26][NH:27]2>CO.CS(C)=O>[Cl:1][C:2]1[C:10]([Cl:11])=[C:9]2[C:5]([C:6]([CH:12]3[CH2:17][CH2:16][N:15]([CH2:20][C@H:19]([OH:18])[CH2:21][O:22][C:23]4[CH:31]=[CH:30][CH:29]=[C:28]5[C:24]=4[CH:25]=[CH:26][NH:27]5)[CH2:14][CH2:13]3)=[CH:7][NH:8]2)=[CH:4][CH:3]=1 |f:2.3|. Procedure: The title compound was prepared in a fashion similar to that described in Example 193 from 6,7-dichloro-3-(piperidin-4-yl)-1H-indole (0.80 g, 3.0 mmol) and (S)-(+)-4-(oxiranylmethoxy)-1H-indole (0.58 g, 3.1 mmol). The product was isolated as a white solid. Yield 0.64 g (47%). mp 192°-197° C. FDMS m/e=457 (M+ of free base). α[D]589 =+6.46 (c=0.99, methanol/dimethylsulfoxide). Reactants: ClC1=C(C(=O)OC)C=CC(=C1C1=NOC(=C1)COC)S(=O)(=O)C (methyl 2-chloro-3-(5-methoxymethylisoxazol-3-yl)-4-methylsulfonylbenzoate), [OH-].[Na+] (sodium hydroxide). Yields the product ClC1=C(C(=O)O)C=CC(=C1C1=NOC(=C1)COC)S(=O)(=O)C (2-chloro-3-(5-methoxymethylisoxazol-3-yl)-4-methylsulfonylbenzoic acid). Run in O1CCCC1 (tetrahydrofuran), O (water). Reaction SMILES: [Cl:1][C:2]1[C:11]([C:12]2[CH:16]=[C:15]([CH2:17][O:18][CH3:19])[O:14][N:13]=2)=[C:10]([S:20]([CH3:23])(=[O:22])=[O:21])[CH:9]=[CH:8][C:3]=1[C:4]([O:6]C)=[O:5].[OH-].[Na+]>O1CCCC1.O>[Cl:1][C:2]1[C:11]([C:12]2[CH:16]=[C:15]([CH2:17][O:18][CH3:19])[O:14][N:13]=2)=[C:10]([S:20]([CH3:23])(=[O:21])=[O:22])[CH:9]=[CH:8][C:3]=1[C:4]([OH:6])=[O:5] |f:1.2|. Procedure details: 1.23 g (3.4 mmol) of methyl 2-chloro-3-(5-methoxymethylisoxazol-3-yl)-4-methylsulfonylbenzoate are dissolved in 30 ml of tetrahydrofuran/20 ml of water and treated with 0.15 g (3.8 mmol) of sodium hydroxide. After stirring at room temperature for 18 hours, the reaction mixture is concentrated, adjusted to pH 2 using 2N hydrochloric acid and extracted with dichloromethane. 1.05 g (94.8% of theory) of 2-chloro-3-(5-methoxymethylisoxazol-3-yl)-4-methylsulfonylbenzoic acid are obtained as a yellowis... The yield is 89.3%. Reaction conditions: time 18 hour. Reactants: 1.03, [BH4-].[Na+] (sodium borohydride), C(C)(C)(C)C1=CC=C(C=O)C=C1 (4-tert-butylbenzaldehyde), Cl.ClC=1C=C(C=CC1F)CCN (2-(3-chloro-4-fluoro-phenyl)-ethylamine hydrochloride), C([O-])([O-])=O.[K+].[K+] (potassium carbonate), Cl (HCl). Run in CO (methanol). Run at time 30 minute. Product: C(C)(C)(C)C1=CC=C(CNCCC2=CC(=C(C=C2)F)Cl)C=C1 ((4-tert-butyl-benzyl)-[2-(3-chloro-4-fluoro-phenyl)-ethyl]-amine). Yield: 80.0%. As a reaction SMILES: [C:1]([C:5]1[CH:12]=[CH:11][C:8]([CH:9]=O)=[CH:7][CH:6]=1)([CH3:4])([CH3:3])[CH3:2].Cl.[Cl:14][C:15]1[CH:16]=[C:17]([CH2:22][CH2:23][NH2:24])[CH:18]=[CH:19][C:20]=1[F:21].C(=O)([O-])[O-].[K+].[K+].[BH4-].[Na+].Cl>CO>[C:1]([C:5]1[CH:12]=[CH:11][C:8]([CH2:9][NH:24][CH2:23][CH2:22][C:17]2[CH:18]=[CH:19][C:20]([F:21])=[C:15]([Cl:14])[CH:16]=2)=[CH:7][CH:6]=1)([CH3:4])([CH3:3])[CH3:2] |f:1.2,3.4.5,6.7|. Reported procedure: 4.54 ml of 4-tert-butylbenzaldehyde (27.13 mmol), 3.8 g 2-(3-chloro-4-fluoro-phenyl)-ethylamine hydrochloride (18.1 mmol) and 2.5 g potassium carbonate (18.1 mmol) were suspended in 55 ml methanol at rt, and after stirring for 30 min at rt, were refluxed for 2 h. After cooling down to rt, 1.03 (27.13 mmol) sodium borohydride were added and after stirring for 5 min at rt, the reaction mixture was then refluxed for 2.5 h. After cooling down to rt, the reaction mixture was treated with 5 ml 1 N HCl... Starting materials: CCCCc1nnc(OC2CCN(C)CC2)cc1-c1ccc(OC2CCCCC2)cc1, CCOC(C)=O, O=C(O)C(F)(F)F, [Na+], [Na+], O=[N+]([O-])[O-], O=C([O-])O, O. The product is CCCCc1nnc(OC2CCN(C)CC2)cc1-c1ccc(OC2CCCCC2)c([N+](=O)[O-])c1. Reaction SMILES: [CH2:1]([CH2:2][CH2:3][CH3:4])[c:5]1[n:6][n:7][c:8]([O:24][CH:25]2[CH2:26][CH2:27][N:28]([CH3:31])[CH2:29][CH2:30]2)[cH:9][c:10]1-[c:11]1[cH:12][cH:13][c:14]([O:17][CH:18]2[CH2:19][CH2:20][CH2:21][CH2:22][CH2:23]2)[cH:15][cH:16]1.[CH3:50][CH2:51][O:52][C:53]([CH3:54])=[O:55].[F:42][C:43]([F:44])([F:45])[C:46]([OH:47])=[O:48].[Na+:32].[Na+:41].[O-:33][N+:34]([O-:35])=[O:36].[O-:37][C:38]([OH:39])=[O:40].[OH2:49]>>[CH2:1]([CH2:2][CH2:3][CH3:4])[c:5]1[n:6][n:7][c:8]([O:24][CH:25]2[CH2:26][CH2:27][N:28]([CH3:31])[CH2:29][CH2:30]2)[cH:9][c:10]1-[c:11]1[cH:12][cH:13][c:14]([O:17][CH:18]2[CH2:19][CH2:20][CH2:21][CH2:22][CH2:23]2)[c:15]([N+:34](=[O:33])[O-:35])[cH:16]1.